From a dataset of the Open Reaction Database (ORD), a public repository of structured organic reaction records. describe an organic reaction: reactants, conditions, products, and yield RXN SMILES: [Cl:1][C:2]1[CH:27]=[CH:26][CH:25]=[C:24]([F:28])[C:3]=1[CH2:4][O:5][C:6]1[C:7]([NH:13][C:14]([NH:16][C:17]2[CH:22]=[CH:21][C:20]([Cl:23])=[CH:19][CH:18]=2)=S)=[N:8][C:9]([CH3:12])=[CH:10][CH:11]=1.[NH3:29]>>[Cl:1][C:2]1[CH:27]=[CH:26][CH:25]=[C:24]([F:28])[C:3]=1[CH2:4][O:5][C:6]1[C:7]([NH:13][C:14]([NH:16][C:17]2[CH:22]=[CH:21][C:20]([Cl:23])=[CH:19][CH:18]=2)=[NH:29])=[N:8][C:9]([CH3:12])=[CH:10][CH:11]=1. Procedure: A mixture of yellow mercuric oxide (0.58 g, 0.0027 mol), N-[3-(2-chloro-6-fluorobenzyloxy)-6-methylpyrid-2-yl]-N'-4-chlorophenylthiourea (1.00 g, 0.0023 mol) and methanolic ammonia solution (30 ml) was stirred for 2 days at room temperature. The solvent was removed in vacuo and the black residue was boiled with chloroform and filtered hot. Evaporation of the solvent followed by recrystallisation from ethanol gave the desired product. Yield 0.52 g (54%), m.p. 148°-149 ° C. Reactants: mercuric oxide, ClC1=C(COC=2C(=NC(=CC2)C)NC(=S)NC2=CC=C(C=C2)Cl)C(=CC=C1)F (N-[3-(2-chloro-6-fluorobenzyloxy)-6-methylpyrid-2-yl]-N'-4-chlorophenylthiourea), N (ammonia). Run at time 2 day. Product: ClC1=C(COC=2C(=NC(=CC2)C)NC(=N)NC2=CC=C(C=C2)Cl)C(=CC=C1)F (N-[3-(2-Chloro-6-fluorobenzyloxy)-6-methylpyrid-2-yl]-N'-(4chlorophenyl)guanidine).